From a dataset of the Open Reaction Database (ORD), a public repository of structured organic reaction records. describe an organic reaction: reactants, conditions, products, and yield Reactants: O=S(=O)(CCc1ccccc1)NCCO, CN(C)C=O, CCOC(C)=O, Clc1cccc2nccn12, [H-], [Na+], O. Yields the product O=S(=O)(CCc1ccccc1)NCCOc1cccc2nccn12. RXN SMILES: [CH2:3]([c:4]1[cH:5][cH:6][cH:7][cH:8][cH:9]1)[CH2:10][S:11](=[O:12])(=[O:13])[NH:14][CH2:15][CH2:16][OH:17].[CH3:29][N:30]([CH3:31])[CH:32]=[O:33].[CH3:34][CH2:35][O:36][C:37](=[O:38])[CH3:39].[Cl:18][c:19]1[cH:20][cH:21][cH:22][c:23]2[n:24]1[cH:25][cH:26][n:27]2.[H-:1].[Na+:2].[OH2:28]>>[CH2:3]([c:4]1[cH:5][cH:6][cH:7][cH:8][cH:9]1)[CH2:10][S:11](=[O:12])(=[O:13])[NH:14][CH2:15][CH2:16][O:17][c:19]1[cH:20][cH:21][cH:22][c:23]2[n:24]1[cH:25][cH:26][n:27]2.